From a dataset of the Open Reaction Database (ORD), a public repository of structured organic reaction records. describe an organic reaction: reactants, conditions, products, and yield The reactants are O, CC(C)CC(NC(=O)COc1cccc2ccccc12)C(=O)NC(C=O)CC(O)=NNC(N)=O. Yields the product CC(C)CC(NC(=O)COc1cccc2ccccc12)C(=O)NC(C=O)CC(=O)O. Reaction SMILES: [OH2:35].[c:1]1([O:11][CH2:12][C:13](=[O:14])[NH:15][CH:16]([CH2:17][CH:18]([CH3:19])[CH3:20])[C:21](=[O:22])[NH:23][CH:24]([CH2:25][C:26]([OH:27])=[N:28][NH:29][C:30](=[O:31])[NH2:32])[CH:33]=[O:34])[cH:2][cH:3][cH:4][c:5]2[cH:6][cH:7][cH:8][cH:9][c:10]12>>[c:1]1([O:11][CH2:12][C:13](=[O:14])[NH:15][CH:16]([CH2:17][CH:18]([CH3:19])[CH3:20])[C:21](=[O:22])[NH:23][CH:24]([CH2:25][C:26](=[O:27])[OH:35])[CH:33]=[O:34])[cH:2][cH:3][cH:4][c:5]2[cH:6][cH:7][cH:8][cH:9][c:10]12. Starting materials: ClC1=C(C=CC(=C1)OC1=CC=NC2=CC(=C(C=C12)C#N)OCC1CCNCC1)NC(=O)NC (N-(2-chloro-4-((6-cyano-7-(4-piperidylmethoxy)-4-quinolyl)oxy)phenyl)-N′-methylurea), C=O (formaldehyde), C(#N)[BH3-].[Na+] (sodium cyanoborohydride), C([O-])(O)=O.[Na+] (sodium bicarbonate). Run in O1CCCC1 (tetrahydrofuran), CO (methanol), C(C)(=O)O (acetic acid), C(C)(=O)OCC (ethyl acetate), O (Water). Reaction conditions: time 1 hour. Product: ClC1=C(C=CC(=C1)OC1=CC=NC2=CC(=C(C=C12)C#N)OCC1CCN(CC1)C)NC(=O)NC (N-(2-Chloro-4-((6-cyano-7-((1-methyl-4-piperidyl)methoxy)-4-quinolyl)oxy)phenyl)-N′-methylurea). The yield is 64.7%. RXN SMILES: [Cl:1][C:2]1[CH:7]=[C:6]([O:8][C:9]2[C:18]3[C:13](=[CH:14][C:15]([O:21][CH2:22][CH:23]4[CH2:28][CH2:27][NH:26][CH2:25][CH2:24]4)=[C:16]([C:19]#[N:20])[CH:17]=3)[N:12]=[CH:11][CH:10]=2)[CH:5]=[CH:4][C:3]=1[NH:29][C:30]([NH:32][CH3:33])=[O:31].C=O.[C:36]([BH3-])#N.[Na+].C(=O)(O)[O-].[Na+]>O1CCCC1.CO.C(OCC)(=O)C.O.C(O)(=O)C>[Cl:1][C:2]1[CH:7]=[C:6]([O:8][C:9]2[C:18]3[C:13](=[CH:14][C:15]([O:21][CH2:22][CH:23]4[CH2:24][CH2:25][N:26]([CH3:36])[CH2:27][CH2:28]4)=[C:16]([C:19]#[N:20])[CH:17]=3)[N:12]=[CH:11][CH:10]=2)[CH:5]=[CH:4][C:3]=1[NH:29][C:30]([NH:32][CH3:33])=[O:31] |f:2.3,4.5|. Procedure details: After dissolving N-(2-chloro-4-((6-cyano-7-(4-piperidylmethoxy)-4-quinolyl)oxy)phenyl)-N′-methylurea (15 mg) in tetrahydrofuran (0.5 ml) and methanol (0.5 ml), there were added 37% aqueous formaldehyde (0.03 ml), acetic acid (0.06 ml) and sodium cyanoborohydride (5.0 mg) at room temperature, and the mixture was stirred for 1 hour. Water was added to the reaction solution, saturated aqueous sodium bicarbonate was added for neutralization, and extraction was performed with ethyl acetate. The organ... Reactants: C(=O)(OCC1=CC=CC=C1)N[C@@H](CN)C(=O)O (Nα-(carbobenzyloxy)-β-(amino)-L-alanine), CO (methanol), S(O)(O)(=O)=O (sulfuric acid). Solvent: C(C)OCC (ethyl ether). Run at temperature 60 celsius. Yields the product C(=O)(OCC1=CC=CC=C1)N[C@@H](CN)C(=O)OC (Nα-(carbobenzyloxy)-β-(amino)-L-alanine, methyl ester). RXN SMILES: [C:1]([NH:11][C@H:12]([C:15]([OH:17])=[O:16])[CH2:13][NH2:14])([O:3][CH2:4][C:5]1[CH:10]=[CH:9][CH:8]=[CH:7][CH:6]=1)=[O:2].S(=O)(=O)(O)O.[CH3:23]O>C(OCC)C>[C:1]([NH:11][C@H:12]([C:15]([O:17][CH3:23])=[O:16])[CH2:13][NH2:14])([O:3][CH2:4][C:5]1[CH:10]=[CH:9][CH:8]=[CH:7][CH:6]=1)=[O:2]. Procedure details: Dissolve Nα-(carbobenzyloxy)-β-(amino)-L-alanine (47.6 g, 0.2 mol) in methanol (500 mL) and treat with concentrated sulfuric acid (0.5 mL). Heat to 60° C. for 16 hours, cool and reduce the solvent by 50% in vacuo. Dilute with ethyl ether (500 mL), wash with saturated sodium hydrogen carbonate, then brine. Dry (MgSO4) and evaporate the solvent in vacuo to give Nα-(carbobenzyloxy)-β-(amino)-L-alanine, methyl ester. Dissolve Nα-(carbobenzyloxy)-β-(amino)-L-alanine, methyl ester (15.9 g, 63 mmol) in... Reactants: COC=1C=C(C(=O)N2CC(CC2)(C2=CC=CC=C2)CCN2CCC(CC2)NC2=NC3=C(N2CC2=CC=C(C=C2)F)C=CC=C3)C=C(C1OC)OC (1-(3,4,5-trimethoxybenzoyl)-3-(2-(4-(1-(4-fluorobenzyl)-1H-benzimidazol-2-yl-amino)piperidin-1-yl)ethyl)-3-phenylpyrrolidine), CS(=O)(=O)O (methanesulfonic acid), C(C)OCC (diethyl ether). Solvent: C(C)(=O)OCC (ethyl acetate), C(C)(=O)OCC (ethyl acetate). Run at time 18 hour. Product: CS(=O)(=O)O.COC=1C=C(C(=O)N2CC(CC2)(C2=CC=CC=C2)CCN2CCC(CC2)NC2=NC3=C(N2CC2=CC=C(C=C2)F)C=CC=C3)C=C(C1OC)OC (1-(3,4,5-trimethoxybenzoyl)-3-(2-(4-(1-(4-fluorobenzyl)-1H-benzimidazol-2-yl-amino)piperidin-1-yl)ethyl)-3-phenylpyrrolidine Methanesulfonic Acid Salt). Reaction SMILES: [CH3:1][O:2][C:3]1[CH:4]=[C:5]([CH:45]=[C:46]([O:50][CH3:51])[C:47]=1[O:48][CH3:49])[C:6]([N:8]1[CH2:12][CH2:11][C:10]([CH2:19][CH2:20][N:21]2[CH2:26][CH2:25][CH:24]([NH:27][C:28]3[N:32]([CH2:33][C:34]4[CH:39]=[CH:38][C:37]([F:40])=[CH:36][CH:35]=4)[C:31]4[CH:41]=[CH:42][CH:43]=[CH:44][C:30]=4[N:29]=3)[CH2:23][CH2:22]2)([C:13]2[CH:18]=[CH:17][CH:16]=[CH:15][CH:14]=2)[CH2:9]1)=[O:7].[CH3:52][S:53]([OH:56])(=[O:55])=[O:54].C(OCC)C>C(OCC)(=O)C>[CH3:52][S:53]([OH:56])(=[O:55])=[O:54].[CH3:1][O:2][C:3]1[CH:4]=[C:5]([CH:45]=[C:46]([O:50][CH3:51])[C:47]=1[O:48][CH3:49])[C:6]([N:8]1[CH2:12][CH2:11][C:10]([CH2:19][CH2:20][N:21]2[CH2:22][CH2:23][CH:24]([NH:27][C:28]3[N:32]([CH2:33][C:34]4[CH:35]=[CH:36][C:37]([F:40])=[CH:38][CH:39]=4)[C:31]4[CH:41]=[CH:42][CH:43]=[CH:44][C:30]=4[N:29]=3)[CH2:25][CH2:26]2)([C:13]2[CH:18]=[CH:17][CH:16]=[CH:15][CH:14]=2)[CH2:9]1)=[O:7] |f:4.5|. Reported procedure: Combine 1-(3,4,5-trimethoxybenzoyl)-3-(2-(4-(1-(4-fluorobenzyl)-1H-benzimidazol-2-yl-amino)piperidin-1-yl)ethyl)-3-phenylpyrrolidine (0.45 g) and ethyl acetate (35 mL). Add dropwise a solution of methanesulfonic acid (0.24 g, 2.6 mmol) in ethyl acetate (2.5 mL). After 18 hours, add diethyl ether (100 mL) to form a solid. Repeatedly, decant solvent and add diethyl ether. Again, decant solvent, add diethyl ether, and evaporate in vacuo to give a solid. Dry the solid in vacuo at 82° C. to give the ... The reactants are O=C(O)C(O)C(O)C(=O)O, CC(C)C[Al+]CC(C)C, Cc1ccccc1, CC(C)O, COc1cc(Cl)ccc1C(C)(C)C#N, [H-]. The product is COc1cc(Cl)ccc1C(C)(C)C=O. As a reaction SMILES: [C:29]([OH:30])(=[O:31])[CH:32]([CH:33]([C:34]([OH:35])=[O:36])[OH:37])[OH:38].[CH2:16]([Al+:17][CH2:18][CH:19]([CH3:20])[CH3:21])[CH:22]([CH3:23])[CH3:24].[CH3:39][c:40]1[cH:41][cH:42][cH:43][cH:44][cH:45]1.[CH:25]([CH3:26])([CH3:27])[OH:28].[Cl:1][c:2]1[cH:3][c:4]([O:13][CH3:14])[c:5]([C:8]([C:9]#[N:10])([CH3:11])[CH3:12])[cH:6][cH:7]1.[H-:15]>>[Cl:1][c:2]1[cH:3][c:4]([O:13][CH3:14])[c:5]([C:8]([CH:9]=[O:28])([CH3:11])[CH3:12])[cH:6][cH:7]1. Reactants: 3,3-hexamethylsilazane lithium, CSS(=O)(=O)C (methyl methanethiolsulfate), CS(=O)(=O)NC1=CC2=C(C(CCO2)=O)C=C1OC1=CC=CC=C1 (2,3-dihydro-7-methylsulfonylamino-6-phenoxy-4H-1-benzopyran-4-one), 1,1,1,3,3,3-hexamethylsilazane, C(CCC)[Li] (n-butyllithium), Cl (hydrochloric acid). Conditions: time 40 minute. Isolated yield 42.2%. Run in O1CCCC1 (tetrahydrofuran), mixture, O1CCCC1.CN(P(N(C)C)(N(C)C)=O)C (tetrahydrofuran hexamethylphosphoric acid triamide). Yields the product CS(=O)(=O)NC1=CC2=C(C(C(CO2)SC)=O)C=C1OC1=CC=CC=C1 (2,3-dihydro-7-methylsulfonylamino-3-methylthio-6-phenoxy-4H-1-benzopyran-4-one). Reaction SMILES: [CH3:1][S:2]([NH:5][C:6]1[C:16]([O:17][C:18]2[CH:23]=[CH:22][CH:21]=[CH:20][CH:19]=2)=[CH:15][C:9]2[C:10](=[O:14])[CH2:11][CH2:12][O:13][C:8]=2[CH:7]=1)(=[O:4])=[O:3].C([Li])CCC.[CH3:29][S:30]S(C)(=O)=O.Cl>O1CCCC1.CN(C)P(=O)(N(C)C)N(C)C.O1CCCC1>[CH3:1][S:2]([NH:5][C:6]1[C:16]([O:17][C:18]2[CH:23]=[CH:22][CH:21]=[CH:20][CH:19]=2)=[CH:15][C:9]2[C:10](=[O:14])[CH:11]([S:30][CH3:29])[CH2:12][O:13][C:8]=2[CH:7]=1)(=[O:3])=[O:4] |f:4.5|. Procedure details: In 10 ml of a mixture of anhydrous tetrahydrofuran-hexamethylphosphoric acid triamide (7:3) was dissolved 1.00 g of 2,3-dihydro-7-methylsulfonylamino-6-phenoxy-4H-1-benzopyran-4-one. To the resulting solution was added 10 ml of a tetrahydrofuran solution of 1,1,1,3, 3,3-hexamethylsilazane lithium salt consisting of 1.17 g of 1,1,1,3,3,3-hexamethylsilazane and 6.6 millimoles of n-butyllithium at -78° C., and the resulting mixture was stirred for 40 minutes, after which 500 mg of methyl methanethi...